From a dataset of the Open Reaction Database (ORD), a public repository of structured organic reaction records. describe an organic reaction: reactants, conditions, products, and yield The reactants are S=C1NC(=NN1)CC(=O)O (2-(5-thioxo-4, 5-dihydro-1H-1,2,4-triazol-3-yl)acetic acid), CC(C)(C)C=1C=C(C=O)C=C(C1O)C(C)(C)C (3,5-bis(1,1-dimethylethyl)-4-hydroxybenzaldehyde), N1CCCCC1 (piperidine). The solvent is C1(=CC=CC=C1)C.N1=CC=CC=C1 (toluene pyridine). Yields the product OC1=C(C=C(C=C1C(C)(C)C)/C=C/C=1NC(NN1)=S)C(C)(C)C ((E)-2,4-dihydro-5-[2-[4-hydroxy-3,5-bis(1,1-dimethylethyl)phenyl]ethenyl]-3H-1,2,4-triazole-3-thione). The yield is 33.0%. As a reaction SMILES: [S:1]=[C:2]1[NH:6][N:5]=[C:4]([CH2:7][C:8](O)=O)[NH:3]1.[CH3:11][C:12]([C:15]1[CH:16]=[C:17]([CH:20]=[C:21]([C:24]([CH3:27])([CH3:26])[CH3:25])[C:22]=1[OH:23])C=O)([CH3:14])[CH3:13].N1CCCCC1>C1(C)C=CC=CC=1.N1C=CC=CC=1>[OH:23][C:22]1[C:21]([C:24]([CH3:26])([CH3:25])[CH3:27])=[CH:20][C:17](/[CH:8]=[CH:7]/[C:4]2[NH:3][C:2](=[S:1])[NH:6][N:5]=2)=[CH:16][C:15]=1[C:12]([CH3:14])([CH3:13])[CH3:11] |f:3.4|. Reported procedure: A solution of 2-(5-thioxo-4, 5-dihydro-1H-1,2,4-triazol-3-yl)acetic acid (prepared by the method described in Aust. J. Chem., 1979, 32, 161-5, Nowel W. Jacobsen, Bruce L. McCarthy, Stephanie Smith) (3.3 g, 0.021 mole) and 3,5-bis(1,1-dimethylethyl)-4-hydroxybenzaldehyde (4.9 g, 0.021 mole) in a 2:1 mixture of toluene/pyridine (300 ml) is treated with piperidine (0.021 mole). The resulting mixture is stirred at reflux for 48 hours. The mixture is concentrated in vacuo and the residue dissolved in... The reactants are CC(C)(C)OC(=O)NCC(=O)NCC(=O)O, CN(C)C=O, C(=NC1CCCCC1)=NC1CCCCC1, Oc1cc(Cl)c(Cl)cc1Cl, O=C1CCC(=O)N1O. The product is CC(C)(C)OC(=O)NCC(=O)NCC(=O)Oc1cc(Cl)c(Cl)cc1Cl. As a reaction SMILES: [C:1]([CH3:2])([CH3:3])([CH3:4])[O:5][C:6](=[O:7])[NH:8][CH2:9][C:10](=[O:11])[NH:12][CH2:13][C:14](=[O:15])[OH:16].[CH3:50][N:51]([CH3:52])[CH:53]=[O:54].[CH:35]1([N:36]=[C:37]=[N:38][CH:39]2[CH2:40][CH2:41][CH2:42][CH2:43][CH2:44]2)[CH2:45][CH2:46][CH2:47][CH2:48][CH2:49]1.[OH:17][c:18]1[cH:19][c:20]([Cl:21])[c:22]([Cl:23])[cH:24][c:25]1[Cl:26].[OH:27][N:28]1[C:29](=[O:30])[CH2:31][CH2:32][C:33]1=[O:34]>>[C:1]([CH3:2])([CH3:3])([CH3:4])[O:5][C:6](=[O:7])[NH:8][CH2:9][C:10](=[O:11])[NH:12][CH2:13][C:14]([O:15][c:18]1[cH:19][c:20]([Cl:21])[c:22]([Cl:23])[cH:24][c:25]1[Cl:26])=[O:16].